This data is from the Open Reaction Database (ORD), a public repository of structured organic reaction records. The task is: describe an organic reaction: reactants, conditions, products, and yield Reactants: ClC=1C=C(C=CC1F)NC1=NC=NC2=CC(=C(C=C12)N)OCCOC (N4-(3-chloro-4-fluorophenyl)-7-(2-methoxy)ethoxyquinazoline-4,6-diamine), ClC1=NC=NC2=CC(=C(C=C12)[N+](=O)[O-])OC (4-chloro-7-methoxy-6-nitro-quinazoline), ClC=1C(=C(N)C=CC1F)F (3-chloro-2,4-difluoro-aniline). Yields the product ClC=1C(=C(C=CC1F)NC1=NC=NC2=CC(=C(C=C12)N)OC)F (N4-(3-chloro-2,4-difluorophenyl)-7-methoxyquinazoline-4,6-diamine). Reaction SMILES: [Cl:1][C:2]1[CH:3]=[C:4]([NH:9][C:10]2[C:19]3[C:14](=[CH:15][C:16]([O:21][CH2:22]COC)=[C:17]([NH2:20])[CH:18]=3)[N:13]=[CH:12][N:11]=2)[CH:5]=[CH:6][C:7]=1[F:8].ClC1C2C(=CC(OC)=C([N+]([O-])=O)C=2)N=CN=1.ClC1C(F)=C(C=CC=1[F:50])N>>[Cl:1][C:2]1[C:3]([F:50])=[C:4]([NH:9][C:10]2[C:19]3[C:14](=[CH:15][C:16]([O:21][CH3:22])=[C:17]([NH2:20])[CH:18]=3)[N:13]=[CH:12][N:11]=2)[CH:5]=[CH:6][C:7]=1[F:8]. Procedure: Starting material: N4-(3-chloro-2,4-difluorophenyl)-7-methoxyquinazoline-4,6-diamine was prepared according to the same method of preparation of N4-(3-chloro-4-fluorophenyl)-7-(2-methoxy)ethoxyquinazoline-4,6-diamine in WO2008/33747, but the starting materials were 4-chloro-7-methoxy-6-nitro-quinazoline and 3-chloro-2,4-difluoro-aniline; other starting materials were prepared as example 1. Starting materials: Cc1nc2cc3c(cc2o1)CCNCC3, Cn1c(SCCCCl)nnc1-c1ccc(C(F)(F)F)cc1. Product: Cc1nc2cc3c(cc2o1)CCN(CCCSc1nnc(-c2ccc(C(F)(F)F)cc2)n1C)CC3, Cl. As a reaction SMILES: [CH3:1][c:2]1[o:3][c:4]2[cH:5][c:6]3[c:7]([cH:13][c:14]2[n:15]1)[CH2:8][CH2:9][NH:10][CH2:11][CH2:12]3.[Cl:16][CH2:17][CH2:18][CH2:19][S:20][c:21]1[n:22][n:23][c:24](-[c:27]2[cH:28][cH:29][c:30]([C:33]([F:34])([F:35])[F:36])[cH:31][cH:32]2)[n:25]1[CH3:26]>>[CH3:1][c:2]1[o:3][c:4]2[cH:5][c:6]3[c:7]([cH:13][c:14]2[n:15]1)[CH2:8][CH2:9][N:10]([CH2:17][CH2:18][CH2:19][S:20][c:21]1[n:22][n:23][c:24](-[c:27]2[cH:28][cH:29][c:30]([C:33]([F:34])([F:35])[F:36])[cH:31][cH:32]2)[n:25]1[CH3:26])[CH2:11][CH2:12]3.[ClH:16].